From a dataset of the Open Reaction Database (ORD), a public repository of structured organic reaction records. describe an organic reaction: reactants, conditions, products, and yield The reactants are Cl (HCl), C(O)([O-])=O.[K+] (potassium hydrogen carbonate), ClCC(=O)NCCCCCC(=O)O (6-(chloracetamido) hexanoic acid), [C-]#N.[K+] (potassium cyanide). Solvent: O (water). Conditions: time 17 hour. Yields the product C(#N)CC(=O)NCCCCCC(=O)O (6-(cyanoacetamido) hexanoic acid). As a reaction SMILES: C(=O)([O-])O.[K+].Cl[CH2:7][C:8]([NH:10][CH2:11][CH2:12][CH2:13][CH2:14][CH2:15][C:16]([OH:18])=[O:17])=[O:9].[C-:19]#[N:20].[K+].Cl>O>[C:19]([CH2:7][C:8]([NH:10][CH2:11][CH2:12][CH2:13][CH2:14][CH2:15][C:16]([OH:18])=[O:17])=[O:9])#[N:20] |f:0.1,3.4|. Procedure details: 2.8 g (20 mmol) potassium hydrogen carbonate were added to 8.3 g (40 mmol) 6-(chloracetamido) hexanoic acid dissolved in 25 ml water. 3.2 g (48 mmol) potassium cyanide was then added to the clear solution which was cooled on ice. The reaction mixture was stirred for 17 hours and was then acidified with HCl (2N). The residue after extraction was purified by chromatography (silica gel, solvent: ethyl acetate).